From a dataset of the Open Reaction Database (ORD), a public repository of structured organic reaction records. describe an organic reaction: reactants, conditions, products, and yield The reactants are C1(CC1)C=1C=C(C=CC1S(=O)(=O)C1CC1)[C@H](C(=O)O)C[C@@H]1CC2(CC1)OCC(CO2)(C)C ((2R)-2-[3-cyclopropyl-4-(cyclopropylsulfonyl)phenyl]-3-[(2R)-8,8-dimethyl-6,10-dioxaspiro[4.5]dec-2-yl]propionic acid), Cl (hydrochloric acid). Solvent: CC(=O)C (acetone). The product is C1(CC1)C=1C=C(C=CC1S(=O)(=O)C1CC1)[C@H](C(=O)O)C[C@@H]1CC(CC1)=O ((2R)-2-[3-cyclopropyl-4-(cyclopropylsulfonyl)phenyl]-3-[(1R)-3-oxocyclopentyl]propionic acid). Yield: 100.0%. RXN SMILES: [CH:1]1([C:4]2[CH:5]=[C:6]([C@@H:16]([CH2:20][C@H:21]3[CH2:25][CH2:24][C:23]4(OCC(C)(C)C[O:26]4)[CH2:22]3)[C:17]([OH:19])=[O:18])[CH:7]=[CH:8][C:9]=2[S:10]([CH:13]2[CH2:15][CH2:14]2)(=[O:12])=[O:11])[CH2:3][CH2:2]1.Cl>CC(C)=O>[CH:1]1([C:4]2[CH:5]=[C:6]([C@@H:16]([CH2:20][C@H:21]3[CH2:25][CH2:24][C:23](=[O:26])[CH2:22]3)[C:17]([OH:19])=[O:18])[CH:7]=[CH:8][C:9]=2[S:10]([CH:13]2[CH2:14][CH2:15]2)(=[O:12])=[O:11])[CH2:2][CH2:3]1. Procedure details: A mixture of (2R)-2-[3-cyclopropyl-4-(cyclopropylsulfonyl)phenyl]-3-[(2R)-8,8-dimethyl-6,10-dioxaspiro[4.5]dec-2-yl]propionic acid (22 g), 4 M hydrochloric acid (22 mL), and acetone (88 mL) was stirred under heating and reflux for 2 hours. The solvent was evaporated under reduced pressure, and then to the residue were added ethyl acetate/water (1/3, 300 mL) and sodium hydroxide (5.7 g) under ice-cooling. To the aqueous layer was added concentrated hydrochloric acid under ice-cooling to adjust th... The reactants are FC=1C=C(C=CC1N1C=NC(=C1)CN=[N+]=[N-])N1C(O[C@H](C1)CNC(C)=O)=O (N-[(5S)-3-(3-Fluoro-4-(4-azidomethylimidazol-1-yl)phenyl )-2-oxooxazolidin-5-yl-methyl]acetamide), C(C#C)(=O)OCC (ethyl propiolate), C(C#C)(=O)OCC (ethyl propio late). The solvent is C(C)#N (acetonitrile). Product: FC=1C=C(C=CC1N1C=NC(=C1)CN1N=NC(=C1)C(=O)OCC)N1C(O[C@H](C1)CNC(C)=O)=O (N-[(5S)3-(3-Fluoro-4-(4-(4-ethoxycarbonyl-1,2,3-triazol-1-yl)methylimidazol-1-yl)phenyl)-2-oxooxazolidin-5-ylmethyl]acetamide). The yield is 72.9%. Reaction SMILES: [F:1][C:2]1[CH:3]=[C:4]([N:17]2[CH2:21][C@H:20]([CH2:22][NH:23][C:24](=[O:26])[CH3:25])[O:19][C:18]2=[O:27])[CH:5]=[CH:6][C:7]=1[N:8]1[CH:12]=[C:11]([CH2:13][N:14]=[N+:15]=[N-:16])[N:10]=[CH:9]1.[C:28]([O:32][CH2:33][CH3:34])(=[O:31])[C:29]#[CH:30]>C(#N)C>[F:1][C:2]1[CH:3]=[C:4]([N:17]2[CH2:21][C@H:20]([CH2:22][NH:23][C:24](=[O:26])[CH3:25])[O:19][C:18]2=[O:27])[CH:5]=[CH:6][C:7]=1[N:8]1[CH:12]=[C:11]([CH2:13][N:14]2[CH:30]=[C:29]([C:28]([O:32][CH2:33][CH3:34])=[O:31])[N:16]=[N:15]2)[N:10]=[CH:9]1. Reported procedure: N-[(5S)-3-(3-Fluoro-4-(4-azidomethylimidazol-1-yl)phenyl )-2-oxooxazolidin-5-yl-methyl]acetamide (200 mg, 0.54 mM) and ethyl propiolate (79 mg, 0.81 mM) were dissolved in acetonitrile (10 ml) and heated under reflux for 3 hours. Further ethyl propio late (79 mg) was added, and heting continued for a total of 7 hours. Solvent was evaporated, the residue dissolved in the minimum volume of dichloromethane, and chromatographed on a 10 g silica Mega Bond Elut® column, eluting with a gradient increasi... Starting materials: CCCn1c(=O)n(C2CCN(C(=O)OC(C)(C)C)CC2)c2ccccc21, ClC(Cl)Cl, O=C(O)C(F)(F)F. The product is CCCn1c(=O)n(C2CCNCC2)c2ccccc21. As a reaction SMILES: [C:1]([O:2][C:3](=[O:4])[N:8]1[CH2:9][CH2:10][CH:11]([n:14]2[c:15](=[O:26])[n:16]([CH2:23][CH2:24][CH3:25])[c:17]3[c:18]2[cH:19][cH:20][cH:21][cH:22]3)[CH2:12][CH2:13]1)([CH3:5])([CH3:6])[CH3:7].[CH:34]([Cl:35])([Cl:36])[Cl:37].[OH:27][C:28]([C:29]([F:30])([F:31])[F:32])=[O:33]>>[NH:8]1[CH2:9][CH2:10][CH:11]([n:14]2[c:15](=[O:26])[n:16]([CH2:23][CH2:24][CH3:25])[c:17]3[c:18]2[cH:19][cH:20][cH:21][cH:22]3)[CH2:12][CH2:13]1. Reactants: Cl (hydrochloric acid), COC=1C=C(C(=O)OC)C=CC1CC1=CNC2=CC=C(C=C12)[N+](=O)[O-] (methyl 3-methoxy-4-(5-nitroindol-3-ylmethyl)benzoate), [H-].[Na+] (sodium hydride), IC (iodomethane). The solvent is O1CCCC1 (tetrahydrofuran). Conditions: time 10 minute. Yields the product COC=1C=C(C(=O)OC)C=CC1CC1=CN(C2=CC=C(C=C12)[N+](=O)[O-])C (methyl 3-methoxy-4-(1-methyl-5-nitroindol-3-ylmethyl)benzoate). Isolated yield 73.4%. RXN SMILES: [CH3:1][O:2][C:3]1[CH:4]=[C:5]([CH:10]=[CH:11][C:12]=1[CH2:13][C:14]1[C:22]2[C:17](=[CH:18][CH:19]=[C:20]([N+:23]([O-:25])=[O:24])[CH:21]=2)[NH:16][CH:15]=1)[C:6]([O:8][CH3:9])=[O:7].[H-].[Na+].I[CH3:29].Cl>O1CCCC1>[CH3:1][O:2][C:3]1[CH:4]=[C:5]([CH:10]=[CH:11][C:12]=1[CH2:13][C:14]1[C:22]2[C:17](=[CH:18][CH:19]=[C:20]([N+:23]([O-:25])=[O:24])[CH:21]=2)[N:16]([CH3:29])[CH:15]=1)[C:6]([O:8][CH3:9])=[O:7] |f:1.2|. Reported procedure: Methyl 3-methoxy-4-(5-nitroindol-3-ylmethyl)benzoate (C) (0.44 g.) was added to a stirred suspension of oil-free sodium hydride (0.031 g.) in dry tetrahydrofuran (10 ml.), under an atmosphere of nitrogen. The dark-red solution was stirred for 10 minutes, and iodomethane (0.18 g.) was added. The mixture was stirred for 30 minutes, and was poured into 1M hydrochloric acid (30 ml.). The mixture obtained was extracted with ethyl acetate (2×50 ml.). The combined extracts were washed with brine (25 ml...